This data is from the Open Reaction Database (ORD), a public repository of structured organic reaction records. The task is: describe an organic reaction: reactants, conditions, products, and yield Reactants: OCC(CCCS(=O)(=O)N)(C)C (5-hydroxy-4,4-dimethyl-1-pentanesulfonamide), ClC=1C(=CC=2N(N1)N=CN2)C (6-chloro-7-methyl[1,2,4]triazolo[1,5-b]pyridazine). The product is CC(COC=1C(=CC=2N(N1)N=CN2)C)(CCCS(N)(=O)=O)C (6-(2,2-dimethyl-5-sulfamoyl-1-pentyloxy)-7-methyl[1,2,4]triazolo[1,5-b]pyridazine). As a reaction SMILES: [OH:1][CH2:2][C:3]([CH3:12])([CH3:11])[CH2:4][CH2:5][CH2:6][S:7]([NH2:10])(=[O:9])=[O:8].Cl[C:14]1[C:15]([CH3:23])=[CH:16][C:17]2[N:18]([N:20]=[CH:21][N:22]=2)[N:19]=1>>[CH3:11][C:3]([CH3:12])([CH2:4][CH2:5][CH2:6][S:7](=[O:8])(=[O:9])[NH2:10])[CH2:2][O:1][C:14]1[C:15]([CH3:23])=[CH:16][C:17]2[N:18]([N:20]=[CH:21][N:22]=2)[N:19]=1. Procedure: Using 5-hydroxy-4,4-dimethyl-1-pentanesulfonamide and 6-chloro-7-methyl[1,2,4]triazolo[1,5-b]pyridazine, the same reaction was conducted as in Example 5 to produce the title compound. m.p. 171°-172° C. Reactants: FC1=CC2=C(C(=NO2)C2CCNCC2)C=C1 (6-fluoro-3-(4-piperidinyl)-1,2-benzisoxazole), C(=O)([O-])[O-].[K+].[K+] (K2CO3), COC1=C(OCCCCl)C=CC=C1 (3-(2-methoxyphenoxy)propyl chloride). Solvent: C(C)#N (acetonitrile). Run at temperature 90 celsius. Yields the product C(\C=C\C(=O)O)(=O)O.FC1=CC2=C(C(=NO2)C2CCN(CC2)CCCOC2=C(C=CC=C2)OC)C=C1 (6-fluoro-3-[1-[3-(2-methoxyphenoxy)-propyl]-4-piperidinyl]-1,2-benzisoxazole fumarate). RXN SMILES: [F:1][C:2]1[CH:16]=[CH:15][C:5]2[C:6]([CH:9]3[CH2:14][CH2:13][NH:12][CH2:11][CH2:10]3)=[N:7][O:8][C:4]=2[CH:3]=1.[C:17]([O-:20])([O-:19])=O.[K+].[K+].[CH3:23][O:24][C:25]1[CH:35]=[CH:34][CH:33]=[CH:32][C:26]=1[O:27][CH2:28][CH2:29][CH2:30]Cl>C(#N)C>[C:4]([OH:24])(=[O:8])/[CH:5]=[CH:15]/[C:17]([OH:20])=[O:19].[F:1][C:2]1[CH:16]=[CH:15][C:5]2[C:6]([CH:9]3[CH2:10][CH2:11][N:12]([CH2:30][CH2:29][CH2:28][O:27][C:26]4[CH:32]=[CH:33][CH:34]=[CH:35][C:25]=4[O:24][CH3:23])[CH2:13][CH2:14]3)=[N:7][O:8][C:4]=2[CH:3]=1 |f:1.2.3,6.7|. Reported procedure: A stirred mixture of 6-fluoro-3-(4-piperidinyl)-1,2-benzisoxazole (2.45 g; 11.1 mmol), K2CO3 (2.0 g), and 3-(2-methoxyphenoxy)propyl chloride (3.5 g, 17.4 mmol) in acetonitrile (40 ml) was heated at 90° C. for 4 hours. At the end of the reaction, the solvent was removed, and the solids were dissolved into dichloromethane (100 ml). The solution was washed with water and brine, then dried over MgSO4. The crude material from the solution was combined with 1.2 g of crude material prepared in the sam...